The task is: describe an organic reaction: reactants, conditions, products, and yield. This data is from the Open Reaction Database (ORD), a public repository of structured organic reaction records. Starting materials: COC=1C=CC2=C(N(C(CO2)=O)CCN2C(CC(CC2)NC(OC(C)(C)C)=O)=O)C1 (tert-Butyl {1-[2-(6-methoxy-3-oxo-2,3-dihydro-4H-1,4-benzoxazin-4-yl)ethyl]-2-oxopiperidin-4-yl}carbamate), C(#N)C=1C=CC2=C(N(C(CO2)=O)CCN2CCC(CC2)NC(OC(C)(C)C)=O)C1 (tert-Butyl {1-[2-(6-cyano-3-oxo-2,3-dihydro-4H-1,4-benzoxazin-4-yl)ethyl]piperidin-4-yl}carbamate), C(#N)C=1C=CC2=C(N(C(CO2)=O)CCN2CCC(CC2)NC(OC(C)(C)C)=O)C1 (tert-Butyl {1-[2-(6-cyano-3-oxo-2,3-dihydro-4H-1,4-benzoxazin-4-yl)ethyl]piperidin-4-yl}carbamate), I(=O)(=O)(=O)[O-].[Na+] (sodium periodate). Reagents/catalysts: O.[Ru](=O)=O (ruthenium (IV) oxide hydrate). Run in C(Cl)(Cl)Cl (chloroform). Yields the product C(#N)C=1C=CC2=C(N(C(CO2)=O)CCN2C(CC(CC2)NC(OC(C)(C)C)=O)=O)C1 (tert-Butyl {1-[2-(6-cyano-3-oxo-2,3-dihydro-4H-1,4-benzoxazin-4-yl)ethyl]-2-oxopiperidin-4-yl}carbamate). As a reaction SMILES: [C:1]([C:3]1[CH:4]=[CH:5][C:6]2[O:11][CH2:10][C:9](=[O:12])[N:8]([CH2:13][CH2:14][N:15]3[CH2:20][CH2:19][CH:18]([NH:21][C:22](=[O:28])[O:23][C:24]([CH3:27])([CH3:26])[CH3:25])[CH2:17][CH2:16]3)[C:7]=2[CH:29]=1)#[N:2].I([O-])(=O)(=O)=[O:31].[Na+].COC1C=CC2OCC(=O)N(CCN3CCC(NC(=O)OC(C)(C)C)CC3=O)C=2C=1>O.[Ru](=O)=O.C(Cl)(Cl)Cl>[C:1]([C:3]1[CH:4]=[CH:5][C:6]2[O:11][CH2:10][C:9](=[O:12])[N:8]([CH2:13][CH2:14][N:15]3[CH2:16][CH2:17][CH:18]([NH:21][C:22](=[O:28])[O:23][C:24]([CH3:25])([CH3:26])[CH3:27])[CH2:19][C:20]3=[O:31])[C:7]=2[CH:29]=1)#[N:2] |f:1.2,4.5|. Procedure: tert-Butyl {1-[2-(6-cyano-3-oxo-2,3-dihydro-4H-1,4-benzoxazin-4-yl)ethyl]piperidin-4-yl}carbamate (Intermediate 59, 835 mg, 2.1 mmol) was reacted with sodium periodate (2.8 g, 13.1 mmol) and ruthenium (IV) oxide hydrate (30 mg, 20.1 mmol) as described for Intermediate 115 for 16 hours, except, chloroform was used for aqueous workup. The product was obtained as a colorless solid, 230 mg (27%).